From a dataset of the Open Reaction Database (ORD), a public repository of structured organic reaction records. describe an organic reaction: reactants, conditions, products, and yield Reactants: COC(=O)CNC(=O)c1ccc(Cn2c(C(=O)OC)c(-c3ccccc3)c3cc(Br)ccc3c2=O)cc1, CO, [Na+], C1CCOC1, [OH-]. Yields the product COC(=O)c1c(-c2ccccc2)c2cc(Br)ccc2c(=O)n1Cc1ccc(C(=O)NCC(=O)O)cc1. Reaction SMILES: [CH3:1][O:2][C:3](=[O:4])[c:5]1[n:6]([CH2:23][c:24]2[cH:25][cH:26][c:27]([C:30]([NH:31][CH2:32][C:33](=[O:34])[O:35][CH3:36])=[O:37])[cH:28][cH:29]2)[c:7](=[O:22])[c:8]2[cH:9][cH:10][c:11]([Br:21])[cH:12][c:13]2[c:14]1-[c:15]1[cH:16][cH:17][cH:18][cH:19][cH:20]1.[CH3:40][OH:41].[Na+:39].[O:42]1[CH2:43][CH2:44][CH2:45][CH2:46]1.[OH-:38]>>[CH3:1][O:2][C:3](=[O:4])[c:5]1[n:6]([CH2:23][c:24]2[cH:25][cH:26][c:27]([C:30]([NH:31][CH2:32][C:33](=[O:34])[OH:35])=[O:37])[cH:28][cH:29]2)[c:7](=[O:22])[c:8]2[cH:9][cH:10][c:11]([Br:21])[cH:12][c:13]2[c:14]1-[c:15]1[cH:16][cH:17][cH:18][cH:19][cH:20]1. Starting materials: Cc1cc(Cl)ccc1-c1cccc(CO)c1, O=S(Cl)Cl. The product is Cc1cc(Cl)ccc1-c1cccc(CCl)c1. As a reaction SMILES: [Cl:5][c:6]1[cH:7][c:8]([CH3:20])[c:9](-[c:12]2[cH:13][c:14]([CH2:18][OH:19])[cH:15][cH:16][cH:17]2)[cH:10][cH:11]1.[S:1]([Cl:2])([Cl:3])=[O:4]>>[Cl:3][CH2:18][c:14]1[cH:13][c:12](-[c:9]2[c:8]([CH3:20])[cH:7][c:6]([Cl:5])[cH:11][cH:10]2)[cH:17][cH:16][cH:15]1. Reactants: C=C (ethylene), C=C (Ethylene), C(CCC)[Li] (n-butyl lithium), C=CC1=CC=CC=C1 (styrene), C(CCC)[Li] (n-butyllithium), C=1(C(=CC=CC1)C)C.C(C)(C)O (xylene isopropanol), C=C (ethylene). Run in C1CCCCC1 (cyclohexane), C1CCCCC1 (cyclohexane), C(C)(C)O (isopropanol), C1CCCCC1 (cyclohexane). Run at temperature 60 celsius, time 1 hour. Yields the product C=CC1=CC=CC=C1.C=C (styrene ethylene). As a reaction SMILES: C=C.[CH2:3]([Li])[CH2:4]CC.C1(C)C(C)=CC=CC=1.C(O)(C)C.[CH2:20]=[CH:21][C:22]1[CH:27]=[CH:26][CH:25]=[CH:24][CH:23]=1>C1CCCCC1.C(O)(C)C>[CH2:20]=[CH:21][C:22]1[CH:27]=[CH:26][CH:25]=[CH:24][CH:23]=1.[CH2:3]=[CH2:4] |f:2.3,7.8|. Reported procedure: A styrene-ethylene block copolymer was prepared as follows. The equipment described in Example 2 was employed. The autoclave was attached to a gas manifold through which vacuum, argon, nitrogen or ethylene could be admitted. The autoclave was also equipped with a 75-ml shot tank and a valved system. The equipment also included a temperature recorder. The autoclave was first thoroughly cleaned by filling it with about 800 ml of cyclohexane and 10 ml of 1.8N n-butyllithium solution in cyclohexane.... Starting materials: N(=O)[O-].[Na+] (NaNO2), CC=1SC(=C(N1)OC1=CC(=C(C=C1)N)C(F)(F)F)C(=O)OCC (2-methyl-5-ethoxycarbonyl-4-(4-amino-3-trifluoromethyl-phenoxy)-thiazole), C(C)O (ethanol). The solvent is Cl (hydrochloric acid), O (water). Reaction conditions: time 5 minute. Yields the product CC=1SC(=C(N1)OC1=CC(=CC=C1)C(F)(F)F)C(=O)OCC (2-methyl-5-ethoxycarbonyl-4-(3-trifluoromethyl-phenyloxy)-thiazole). Isolated yield 84.5%. As a reaction SMILES: N([O-])=O.[Na+].[CH3:5][C:6]1[S:7][C:8]([C:23]([O:25][CH2:26][CH3:27])=[O:24])=[C:9]([O:11][C:12]2[CH:17]=[CH:16][C:15](N)=[C:14]([C:19]([F:22])([F:21])[F:20])[CH:13]=2)[N:10]=1.C(O)C>O.Cl>[CH3:5][C:6]1[S:7][C:8]([C:23]([O:25][CH2:26][CH3:27])=[O:24])=[C:9]([O:11][C:12]2[CH:17]=[CH:16][CH:15]=[C:14]([C:19]([F:22])([F:20])[F:21])[CH:13]=2)[N:10]=1 |f:0.1|. Procedure details: 1.4 g of NaNO2 in 30 ml of water are added dropwise with ice cooling in the course of about 20 minutes to 7 g (0.02 mol) of 2-methyl-5-ethoxycarbonyl-4-(4-amino-3-trifluoromethyl-phenoxy)-thiazole (cf. Example (IV-4) in 40 ml of concentrated hydrochloric acid. After the mixture has been stirred for 5 minutes, 300 ml of ethanol are added, and the mixture is then heated slowly to reflux temperature and refluxed for 30 minutes. The volatile constituents are subsequently removed in vacuo, the oil wh... Reactants: [Li]CCCC, COc1cc(OC)nc(S(C)(=O)=O)n1, CCCCCC, Cc1cccnc1NC(=O)OC(C)(C)C, [Cl-], [NH4+], C1CCOC1. Yields the product COc1cc(OC)nc(Cc2cccnc2NC(=O)OC(C)(C)C)n1. As a reaction SMILES: [CH2:1]([Li:2])[CH2:3][CH2:4][CH3:5].[CH3:21][O:22][c:23]1[n:24][c:25]([S:31]([CH3:32])(=[O:33])=[O:34])[n:26][c:27]([O:29][CH3:30])[cH:28]1.[CH3:37][CH2:38][CH2:39][CH2:40][CH2:41][CH3:42].[CH3:6][c:7]1[c:8]([NH:13][C:14]([O:15][C:16]([CH3:17])([CH3:18])[CH3:19])=[O:20])[n:9][cH:10][cH:11][cH:12]1.[Cl-:35].[NH4+:36].[O:43]1[CH2:44][CH2:45][CH2:46][CH2:47]1>>[CH2:6]([c:7]1[c:8]([NH:13][C:14]([O:15][C:16]([CH3:17])([CH3:18])[CH3:19])=[O:20])[n:9][cH:10][cH:11][cH:12]1)[c:25]1[n:24][c:23]([O:22][CH3:21])[cH:28][c:27]([O:29][CH3:30])[n:26]1. Reactants: C1COCCOCCOCCOCCO1, FC(F)Cl, [H-], [Na+], C1CCOC1, O=CN1CCC(O)CC1. The product is O=CN1CCC(OC(F)F)CC1. As a reaction SMILES: [CH2:12]1[O:13][CH2:14][CH2:15][O:16][CH2:17][CH2:18][O:19][CH2:20][CH2:21][O:22][CH2:23][CH2:24][O:25][CH2:26]1.[Cl:27][CH:28]([F:29])[F:30].[H-:10].[Na+:11].[O:31]1[CH2:32][CH2:33][CH2:34][CH2:35]1.[OH:1][CH:2]1[CH2:3][CH2:4][N:5]([CH:8]=[O:9])[CH2:6][CH2:7]1>>[O:1]([CH:2]1[CH2:3][CH2:4][N:5]([CH:8]=[O:9])[CH2:6][CH2:7]1)[CH:28]([F:29])[F:30].